From a dataset of the Open Reaction Database (ORD), a public repository of structured organic reaction records. describe an organic reaction: reactants, conditions, products, and yield The reactants are 17e, C12(C(=O)CC(CC1)C2(C)C)CS(=O)(=O)O (10-Camphorsulfonic acid), C(C)N1CCCOC2=C1C=C(C(=C2)N)F (9-Ethyl-2-fluoro-6,7,8,9-tetrahydro-5-oxa-9-aza-benzocyclohepten-3-ylamine), ClC1=NC=C(C(=N1)N[C@H]1[C@@H](CCCC1)NS(=O)(=O)C)Cl (N-[(1R,2R)-2-(2,5-Dichloro-pyrimidin-4-ylamino)-cyclohexyl]-methanesulfonamide), C([O-])([O-])=O (Carbonate). The solvent is C(C)(C)O (Isopropyl alcohol), C(Cl)Cl (DCM). Conditions: time 1 hour. Product: ClC=1C(=NC(=NC1)NC1=CC2=C(N(CCCO2)CC)C=C1F)N[C@H]1[C@@H](CCCC1)NS(=O)(=O)C (N-{(1R,2R)-2-[5-Chloro-2-(9-ethyl-2-fluoro-6,7,8,9-tetrahydro-5-oxa-9-aza-benzocyclohepten-3-ylamino)-pyrimidin-4-ylamino]-cyclohexyl}-methanesulfonamide). As a reaction SMILES: C12(CS(O)(=O)=O)C(C)(C)C(CC1)CC2=O.[CH2:16]([N:18]1[C:24]2[CH:25]=[C:26]([F:30])[C:27]([NH2:29])=[CH:28][C:23]=2[O:22][CH2:21][CH2:20][CH2:19]1)[CH3:17].Cl[C:32]1[N:37]=[C:36]([NH:38][C@@H:39]2[CH2:44][CH2:43][CH2:42][CH2:41][C@H:40]2[NH:45][S:46]([CH3:49])(=[O:48])=[O:47])[C:35]([Cl:50])=[CH:34][N:33]=1.C(=O)([O-])[O-]>C(O)(C)C.C(Cl)Cl>[Cl:50][C:35]1[C:36]([NH:38][C@@H:39]2[CH2:44][CH2:43][CH2:42][CH2:41][C@H:40]2[NH:45][S:46]([CH3:49])(=[O:48])=[O:47])=[N:37][C:32]([NH:29][C:27]2[C:26]([F:30])=[CH:25][C:24]3[N:18]([CH2:16][CH3:17])[CH2:19][CH2:20][CH2:21][O:22][C:23]=3[CH:28]=2)=[N:33][CH:34]=1. Procedure details: 2-Ethylamino-4-fluoro-5-nitro-phenol (910 mg, 4.5 mmol) was azeotroped with toluene to ensure dryness, then was dissolved in Tetrahydrofuran (100 mL) and was cooled at 0° C. 3-Bromo-1-propanol (0.65 mL, 7.2 mmol), Tributylphosphine (2.0 mL, 8.2 mmol), and 40% w/w DEAD in Toluene (3.8 g, 8.7 mmol) were added in succession, and the reaction was stirred under an atmosphere of Nitrogen overnight. The mixture was conc. in vacuo onto silica gel (10 g) and chromatographed (ISCO, 80 g silica gel, 0-35% ... Reactants: COC(CCC1=C(C=C(C=C1)OC(C)C1=C(N=C(O1)C1=CC=C(C=C1)B1OC(C(O1)(C)C)(C)C)C(C)C)C)=O (3-[4-(1-{4-Isopropyl-2-[4-(4,4,5,5-tetramethyl [1,3,2]dioxaborolan-2-yl)-phenyl]-oxazol-5-yl}-ethoxy)-2-methyl-phenyl]-propionic acid methyl ester), CC(=O)O (HOAc), OO (H2O2), [O-]S(=O)(=S)[O-].[Na+].[Na+] (Na2S2O3). Run in C1CCOC1 (THF), O (H2O). Conditions: time 2 hour. The product is COC(CCC1=C(C=C(C=C1)OC(C)C1=C(N=C(O1)C1=CC=C(C=C1)O)C(C)C)C)=O (3-(4-{1-[2-(4-Hydroxy-phenyl)-4-isopropyl-oxazol-5-yl]-ethoxy}-2-methyl-phenyl)-propionic acid methyl ester). Yield: 86.6%. As a reaction SMILES: [CH3:1][O:2][C:3](=[O:39])[CH2:4][CH2:5][C:6]1[CH:11]=[CH:10][C:9]([O:12][CH:13]([C:15]2[O:19][C:18]([C:20]3[CH:25]=[CH:24][C:23](B4OC(C)(C)C(C)(C)O4)=[CH:22][CH:21]=3)=[N:17][C:16]=2[CH:35]([CH3:37])[CH3:36])[CH3:14])=[CH:8][C:7]=1[CH3:38].CC(O)=[O:42].OO.[O-]S([O-])(=S)=O.[Na+].[Na+]>C1COCC1.O>[CH3:1][O:2][C:3](=[O:39])[CH2:4][CH2:5][C:6]1[CH:11]=[CH:10][C:9]([O:12][CH:13]([C:15]2[O:19][C:18]([C:20]3[CH:21]=[CH:22][C:23]([OH:42])=[CH:24][CH:25]=3)=[N:17][C:16]=2[CH:35]([CH3:37])[CH3:36])[CH3:14])=[CH:8][C:7]=1[CH3:38] |f:3.4.5|. Procedure details: A solution of 3-[4-(1-{4-Isopropyl-2-[4-(4,4,5,5-tetramethyl [1,3,2]dioxaborolan-2-yl)-phenyl]-oxazol-5-yl}-ethoxy)-2-methyl-phenyl]-propionic acid methyl ester (0.88 g, 1.69 mmol) in THF (5 ml) at 0° C. is treated with HOAc (150 mg, 2.54 mmol), followed by addition of mixture of H2O2 (4.0 ml, 30%) in H2O (0.8 ml). The reaction mixture is stirred for 2 hours while warmed to room temperature. The mixture is then cooled back to 0° C. and treated with saturated aqueous Na2S2O3 (30 ml) carefully. Th... Solvent: N1=CC=CC=C1 (pyridine). Procedure: 9-Amino-11-(3-dimethylaminopropylidene)-11H-pyrrolo[2,1-b][3]benzazepine (11.4 mmoles) dissolved in 15 ml. pyridine is treated with acetic anhydride (2 ml.) at room temperature for 19 hours. The volatiles are removed under vacuum and the residue is dissolved in chloroform, and chromatographed on silica gel. Elution with chloroform-methanol yields 9-acetamido-11-(3-dimethylaminopropylidene)-11H-pyrrolo[2,1-b][3]benzazepine. The reactants are C(C)(=O)OC(C)=O (acetic anhydride), NC1=CC2=C(C=CN3C(C2=CCCN(C)C)=CC=C3)C=C1 (9-Amino-11-(3-dimethylaminopropylidene)-11H-pyrrolo[2,1-b][3]benzazepine). Reaction SMILES: [NH2:1][C:2]1[CH:21]=[CH:20][C:5]2[CH:6]=[CH:7][N:8]3[CH:19]=[CH:18][CH:17]=[C:9]3[C:10](=[CH:11][CH2:12][CH2:13][N:14]([CH3:16])[CH3:15])[C:4]=2[CH:3]=1.[C:22](OC(=O)C)(=[O:24])[CH3:23]>N1C=CC=CC=1>[C:22]([NH:1][C:2]1[CH:21]=[CH:20][C:5]2[CH:6]=[CH:7][N:8]3[CH:19]=[CH:18][CH:17]=[C:9]3[C:10](=[CH:11][CH2:12][CH2:13][N:14]([CH3:16])[CH3:15])[C:4]=2[CH:3]=1)(=[O:24])[CH3:23]. Yields the product C(C)(=O)NC1=CC2=C(C=CN3C(C2=CCCN(C)C)=CC=C3)C=C1 (9-acetamido-11-(3-dimethylaminopropylidene)-11H-pyrrolo[2,1-b][3]benzazepine).